This data is from the Open Reaction Database (ORD), a public repository of structured organic reaction records. The task is: describe an organic reaction: reactants, conditions, products, and yield The reactants are C1(=CC=CC=C1)C (toluene), FC1=C(N)C(=CC(=C1)F)F (2,4,6-trifluoroaniline), C(=O)(OCC)NNC(=O)Cl (2-carbethoxyhydrazinecarbonyl chloride). Solvent: C(C)(=O)OCC.C1(=CC=CC=C1)C (ethyl acetate toluene). The product is FC1=C(C(=CC(=C1)F)F)NC(NNC(=O)OCC)=O (4-(2',4',6'-Trifluorophenyl)-carbethoxysemicarbazide). As a reaction SMILES: C1(C)C=CC=CC=1.[F:8][C:9]1[CH:15]=[C:14]([F:16])[CH:13]=[C:12]([F:17])[C:10]=1[NH2:11].[C:18]([NH:23][NH:24][C:25](Cl)=[O:26])([O:20][CH2:21][CH3:22])=[O:19]>C(OCC)(=O)C.C1(C)C=CC=CC=1>[F:8][C:9]1[CH:15]=[C:14]([F:16])[CH:13]=[C:12]([F:17])[C:10]=1[NH:11][C:25](=[O:26])[NH:24][NH:23][C:18]([O:20][CH2:21][CH3:22])=[O:19] |f:3.4|. Reported procedure: A toluene solution of 2,4,6-trifluoroaniline is reacted with 2-carbethoxyhydrazinecarbonyl chloride as described above in Example 1b, mp 177°-178° (ethyl acetate/toluene). Reactants: [OH-].[K+] (potassium hydroxide), C(C1=CC=CC=C1)OC1=CC=C(CC(C(=O)OCC)(C(=O)OCC)CCCC2=CC=CC=C2)C=C1 (diethyl 2-(4-benzyloxybenzyl)-2-(3-phenylpropyl)malonate), COCCO (2-methoxyethanol). Solvent: O (water). Conditions: temperature 130 celsius, time 1.5 hour. Yields the product C(C1=CC=CC=C1)OC1=CC=C(CC(C(=O)O)CCCC2=CC=CC=C2)C=C1 (2-(4-benzyloxybenzyl)-5-phenylvaleric acid). Reaction SMILES: [OH-].[K+].[CH2:3]([O:10][C:11]1[CH:37]=[CH:36][C:14]([CH2:15][C:16]([CH2:27][CH2:28][CH2:29][C:30]2[CH:35]=[CH:34][CH:33]=[CH:32][CH:31]=2)(C(OCC)=O)[C:17]([O:19]CC)=[O:18])=[CH:13][CH:12]=1)[C:4]1[CH:9]=[CH:8][CH:7]=[CH:6][CH:5]=1.COCCO>O>[CH2:3]([O:10][C:11]1[CH:37]=[CH:36][C:14]([CH2:15][CH:16]([CH2:27][CH2:28][CH2:29][C:30]2[CH:35]=[CH:34][CH:33]=[CH:32][CH:31]=2)[C:17]([OH:19])=[O:18])=[CH:13][CH:12]=1)[C:4]1[CH:5]=[CH:6][CH:7]=[CH:8][CH:9]=1 |f:0.1|. Procedure details: 2.00 g of potassium hydroxide was added to a mixture of 3.91 g of diethyl 2-(4-benzyloxybenzyl)-2-(3-phenylpropyl)malonate obtained in Reference example 12(a), 30 ml of 2-methoxyethanol and 3 ml of water, and the resulting mixture was stirred on an oil bath of 130° C. for 1.5 hours. After the reaction, the reaction mixture was concentrated, water and ethyl acetate were added to the concentrated mixture, and then 6N hydrochloric acid was added thereto to make it acidic. Then, the ethyl acetate la... Starting materials: FC1=C(C=CC(=C1)C)C(CC1=CC=CC=C1)=O (1-(2-fluoro-4-methylphenyl)-2-phenylethanone), [Li+].C[Si](C)(C)[N-][Si](C)(C)C (LiHMDS), O.NN (hydrazine hydrate), N1(N=NC2=C1C=CC=C2)C(CC=C)=O (1-(1H-benzo[d][1,2,3]triazol-1-yl)but-3-en-1-one). Run in C1CCOC1 (THF), CCO (EtOH). Run at time 10 minute. The product is C(C=C)C1=C(C(=NN1)C1=C(C=C(C=C1)C)F)C1=CC=CC=C1 (5-Allyl-3-(2-fluoro-4-methylphenyl)-4-phenyl-1H-pyrazole). Yield: 39.0%. Reaction SMILES: [F:1][C:2]1[CH:7]=[C:6]([CH3:8])[CH:5]=[CH:4][C:3]=1[C:9](=O)[CH2:10][C:11]1[CH:16]=[CH:15][CH:14]=[CH:13][CH:12]=1.[Li+].C[Si]([N-][Si](C)(C)C)(C)C.[N:28]1(C(=O)CC=C)[C:32]2C=C[CH:35]=[CH:36][C:31]=2N=[N:29]1.O.NN>C1COCC1.CCO>[CH2:31]([C:32]1[NH:28][N:29]=[C:9]([C:3]2[CH:4]=[CH:5][C:6]([CH3:8])=[CH:7][C:2]=2[F:1])[C:10]=1[C:11]1[CH:16]=[CH:15][CH:14]=[CH:13][CH:12]=1)[CH:36]=[CH2:35] |f:1.2,4.5|. Procedure details: To a solution of 1-(2-fluoro-4-methylphenyl)-2-phenylethanone (1.0 g, 4.38 mmol) in THF (10 mL) was added LiHMDS (1.0 M in THF) (8.76 mL, 8.76 mmol) slowly via syringe at 0° C. After stirring for 10 min, 1-(1H-benzo[d][1,2,3]triazol-1-yl)but-3-en-1-one (0.984 g, 5.26 mmol) was added in one portion. The reaction was stirred at 0° C. for 30 min before quenched with AcOH (2 mL). To the reaction were added EtOH (30 mL), hydrazine hydrate (0.658 g, 13.14 mmol), and heated to reflux for 1 h. After coo... The reactants are C(CCC)OC1=C(N(C(C2=CC=C(C=C12)C=1SC(=C(N1)C)C(=O)OCC)=O)CC(C)C)CNC(=O)OC(C)(C)C (Ethyl 2-(4-butoxy-3-{[(tert-butoxycarbonyl)amino]methyl}-2-isobutyl-1-oxo-1,2-dihydro-6-isoquinolinyl)-4-methyl-1,3-thiazole-5-carboxylate), Cl (hydrogen chloride), C(C)(=O)[O-] (acetate). Reaction conditions: time 1 hour. Yields the product Cl.NCC=1N(C(C2=CC=C(C=C2C1OCCCC)C=1SC(=C(N1)C)C(=O)OCC)=O)CC(C)C (ethyl 2-[3-(aminomethyl)-4-butoxy-2-isobutyl-1-oxo-1,2-dihydro-6-isoquinolinyl]-4-methyl-1,3-thiazole-5-carboxylate hydrochloride). The yield is 93.3%. RXN SMILES: [CH2:1]([O:5][C:6]1[C:15]2[C:10](=[CH:11][CH:12]=[C:13]([C:16]3[S:17][C:18]([C:22]([O:24][CH2:25][CH3:26])=[O:23])=[C:19]([CH3:21])[N:20]=3)[CH:14]=2)[C:9](=[O:27])[N:8]([CH2:28][CH:29]([CH3:31])[CH3:30])[C:7]=1[CH2:32][NH:33]C(OC(C)(C)C)=O)[CH2:2][CH2:3][CH3:4].C([O-])(=O)C.[ClH:45]>>[ClH:45].[NH2:33][CH2:32][C:7]1[N:8]([CH2:28][CH:29]([CH3:31])[CH3:30])[C:9](=[O:27])[C:10]2[C:15]([C:6]=1[O:5][CH2:1][CH2:2][CH2:3][CH3:4])=[CH:14][C:13]([C:16]1[S:17][C:18]([C:22]([O:24][CH2:25][CH3:26])=[O:23])=[C:19]([CH3:21])[N:20]=1)=[CH:12][CH:11]=2 |f:3.4|. Procedure details: Ethyl 2-(4-butoxy-3-{[(tert-butoxycarbonyl)amino]methyl}-2-isobutyl-1-oxo-1,2-dihydro-6-isoquinolinyl)-4-methyl-1,3-thiazole-5-carboxylate (0.17 g, 0.3 mmol) was dissolved in a solution of 4N hydrogen chloride in ethyl; acetate (5 ml). The solution was stirred at room temperature for 1 h. The reaction mixture was concentrated under reduced pressure, and the residue was crystallized from ethyl acetate to give ethyl 2-[3-(aminomethyl)-4-butoxy-2-isobutyl-1-oxo-1,2-dihydro-6-isoquinolinyl]-4-methyl... Starting materials: C(C)(C)(C)OC=1C=CC=2SC3=CC=CC=C3OC2C1 (3-tert-butoxyphenoxathiin), S(=O)(=O)(O[O-])[O-].[K+].[K+] (potassium peroxymonosulfate), C(C)(=O)[O-].[Na+] (sodium acetate), C(C)(C)(C)O (tert-butanol). The solvent is O (water), O (water). Reaction conditions: time 8 hour. Yields the product C(C)(C)(C)OC=1C=CC=2S(C3=CC=CC=C3OC2C1)(=O)=O (3-tert-butoxyphenoxathiin 10,10-dioxide). Yield: 76.0%. As a reaction SMILES: [C:1]([O:5][C:6]1[CH:7]=[CH:8][C:9]2S[C:11]3[C:16]([O:17][C:18]=2[CH:19]=1)=[CH:15][CH:14]=[CH:13][CH:12]=3)([CH3:4])([CH3:3])[CH3:2].[S:20]([O-:25])(O[O-])(=O)=[O:21].[K+].[K+].C([O-])(=O)C.[Na+].C(O)(C)(C)C>O>[C:1]([O:5][C:6]1[CH:7]=[CH:8][C:9]2[S:20](=[O:25])(=[O:21])[C:11]3[C:16]([O:17][C:18]=2[CH:19]=1)=[CH:15][CH:14]=[CH:13][CH:12]=3)([CH3:4])([CH3:2])[CH3:3] |f:1.2.3,4.5|. Procedure: A mixture of 1.05 gm (3.85 mmole) of 3-tert-butoxyphenoxathiin, 3.53 gm (11.5 mmole) of potassium peroxymonosulfate compound [OXONE™] (Dupont), 1.14 gm (14 mmole) of sodium acetate, 20 mL of water, and 20 mL of tert-butanol was stirred overnight. The reaction was diluted with 50 mL of water and extracted with 3×75 mL of chloroform. The combined organic layers were then washed with 2×100 mL of water and concentrated in vacuo (water pump). The residue was then chromatographed on silica gel using m... The reactants are [BH4-], CCO, O=Cc1ccccc1, NC(CCC(=O)O)C(=O)O, [Na+], [Na+], [OH-]. Product: O=C(O)C1CCC(=O)N1Cc1ccccc1. As a reaction SMILES: [BH4-:21].[CH3:23][CH2:24][OH:25].[CH:13](=[O:14])[c:15]1[cH:16][cH:17][cH:18][cH:19][cH:20]1.[NH2:1][CH:2]([CH2:3][CH2:4][C:5]([OH:6])=[O:7])[C:8]([OH:9])=[O:10].[Na+:12].[Na+:22].[OH-:11]>>[N:1]1([CH2:13][c:15]2[cH:16][cH:17][cH:18][cH:19][cH:20]2)[CH:2]([C:8]([OH:9])=[O:10])[CH2:3][CH2:4][C:5]1=[O:7].